Dataset: the Open Reaction Database (ORD), a public repository of structured organic reaction records. Task: describe an organic reaction: reactants, conditions, products, and yield Starting materials: CN(C1=CC(=CC=C1)SC=1C=C2C(=NC1)N(C=C2C=2C=NN(C2)C)OCC[Si](C)(C)C)C (N,N-dimethyl-3-(3-(1-methyl-1H-pyrazol-4-yl)-1-(2-(trimethylsilyl)ethoxy)-1H-pyrrolo[2,3-b]pyridin-5-ylthio)aniline), Cl (HCl). Run in CCO (EtOH). Reaction conditions: temperature 90 celsius. Product: CN(C1=CC(=CC=C1)SC=1C=C2C(=NC1)NC=C2C=2C=NN(C2)C)C (N,N-dimethyl-3-(3-(1-methyl-1H-pyrazol-4-yl)-1H-pyrrolo[2,3-b]pyridin-5-ylthio)aniline). Isolated yield 40.0%. RXN SMILES: [CH3:1][N:2]([CH3:32])[C:3]1[CH:8]=[CH:7][CH:6]=[C:5]([S:9][C:10]2[CH:11]=[C:12]3[C:18]([C:19]4[CH:20]=[N:21][N:22]([CH3:24])[CH:23]=4)=[CH:17][N:16](OCC[Si](C)(C)C)[C:13]3=[N:14][CH:15]=2)[CH:4]=1.Cl>CCO>[CH3:1][N:2]([CH3:32])[C:3]1[CH:8]=[CH:7][CH:6]=[C:5]([S:9][C:10]2[CH:11]=[C:12]3[C:18]([C:19]4[CH:20]=[N:21][N:22]([CH3:24])[CH:23]=4)=[CH:17][NH:16][C:13]3=[N:14][CH:15]=2)[CH:4]=1. Procedure details: A mixture of 68 (78 mg, 0.163 mmol), 10% aq. HCl (1.0 mL), EtOH (1.0 mL) was heated at 90° C. for 14 h. Purification by PTLC using AcOEt as eluent gave 69 as a white solid (22.8 mg, 40%); 1H NMR (400 MHz, CDCl3) δ 2.70 (s, 6H), 3.79 (s, 3H), 7.26 (m, 1H), 6.34 (ddd, J=8.3, 2.5, 0.7 Hz, 1H), 6.44 (t, J=2.1 Hz, 1H), 6.91 (t, J=8.0 Hz, 1H), 7.26 (s, 1H), 7.45 (s, 1H), 7.55 (d, J=0.7 Hz, 1H), 8.10 (d, J=2.0 Hz, 1H), 8.28 (d, J=1.9 Hz, 1H). The reactants are CO (methanol), C(C)(=O)OCC (Ethyl acetate), ice, C(=O)(O)CCC1=CC=CC=2CCC3=C(SC21)C=C(C=C3)C(=O)O (6-(2-Carboxyethyl)-10,11-dihydrodibenz-[b,f]thiepin-3-carboxylic acid), S(=O)(Cl)Cl (thionyl chloride), ice, S(=O)(Cl)Cl (thionyl chloride), [Cl-].[Al+3].[Cl-].[Cl-] (aluminum chloride). Run in ClCCCl (1,2-dichloroethane). Run at time 30 minute. The product is O=C1CCC=2C=CC=3C(=CC=4C(SC3C12)=CCCC4)C(=O)OC (Methyl 1-oxo-2,3,9,10-tetrahydro-1H-benz[b]indeno[5,4-f]thiepin-6-carboxylate). The yield is 70.0%. As a reaction SMILES: [C:1]([CH2:4][CH2:5][C:6]1[C:16]2[S:15][C:14]3[CH:17]=[C:18]([C:21](O)=O)[CH:19]=[CH:20][C:13]=3CC[C:10]=2[CH:9]=[CH:8][CH:7]=1)([OH:3])=[O:2].S(Cl)(Cl)=O.[Cl-].[Al+3].[Cl-].[Cl-].[CH3:32]O.[C:34](OCC)(=[O:36])[CH3:35]>ClCCCl>[O:36]=[C:34]1[C:17]2[C:14]3[S:15][C:16]4=[CH:10][CH2:9][CH2:8][CH:7]=[C:6]4[CH:5]=[C:4]([C:1]([O:3][CH3:32])=[O:2])[C:13]=3[CH:20]=[CH:19][C:18]=2[CH2:21][CH2:35]1 |f:2.3.4.5|. Procedure: 6-(2-Carboxyethyl)-10,11-dihydrodibenz-[b,f]thiepin-3-carboxylic acid (328 mg; 1 mmole) was treated with thionyl chloride (6 ml) and after heating the mixture under reflux for 2 hours excess thionyl chloride was removed under vacuum. The residue was dissolved in 1,2-dichloroethane and the solvent was evaporated off to remove the last traces of thionyl chloride. The crude acid chloride dissolved in 1,2-dichloroethane (5 ml) was treated at 0°-5° C. with anhydrous aluminum chloride (100 mg; 0.75 mm...